Dataset: the Open Reaction Database (ORD), a public repository of structured organic reaction records. Task: describe an organic reaction: reactants, conditions, products, and yield Starting materials: O=C([O-])[O-], CCCCCC, CS(C)=O, COc1ccc(N)cc1, [K+], [K+], O, ClCCCCOc1ccc2ccccc2c1, c1ccccc1. The product is COc1ccc(NCCCCOc2ccc3ccccc3c2)cc1. RXN SMILES: [C:1](=[O:2])([O-:3])[O-:4].[CH3:32][CH2:33][CH2:34][CH2:35][CH2:36][CH3:37].[CH3:44][S:45]([CH3:46])=[O:47].[CH3:7][O:8][c:9]1[cH:10][cH:11][c:12]([NH2:15])[cH:13][cH:14]1.[K+:5].[K+:6].[OH2:48].[cH:16]1[c:17]([O:26][CH2:27][CH2:28][CH2:29][CH2:30][Cl:31])[cH:18][cH:19][c:20]2[cH:21][cH:22][cH:23][cH:24][c:25]12.[cH:38]1[cH:39][cH:40][cH:41][cH:42][cH:43]1>>[CH3:7][O:8][c:9]1[cH:10][cH:11][c:12]([NH:15][CH2:30][CH2:29][CH2:28][CH2:27][O:26][c:17]2[cH:16][c:25]3[c:20]([cH:19][cH:18]2)[cH:21][cH:22][cH:23][cH:24]3)[cH:13][cH:14]1.